This data is from the Open Reaction Database (ORD), a public repository of structured organic reaction records. The task is: describe an organic reaction: reactants, conditions, products, and yield Reactants: C(=O)(OC(C)(C)C)N1C2=CC=C(C=C2C=2C=C3C(=C(C12)O)N(C=1C=CC(=CC13)F)C(=O)OC(C)(C)C)F (5,7-diBOC-2,10-difluoro-6-hydroxyindolo[2,3-b]carbazole), BrCCCNC(OC(C)(C)C)=O (tert-butyl 3-bromopropylcarbamate), C(=O)([O-])[O-].[Cs+].[Cs+] (Cs2CO3). The solvent is CC#N (MeCN). Conditions: temperature 100 celsius, time 8 hour. The product is FC=1C=C2C=3C=C4C(=C(C3NC2=CC1)OCCCN)NC=1C=CC(=CC14)F (3-(2,10-difluoro-5,7-dihydroindolo[2,3-b]carbazol-6-yloxy)propan-1-amine). Yield: 80.4%. RXN SMILES: C([N:8]1[C:20]2[C:19]([OH:21])=[C:18]3[N:22](C(OC(C)(C)C)=O)[C:23]4[CH:24]=[CH:25][C:26]([F:29])=[CH:27][C:28]=4[C:17]3=[CH:16][C:15]=2[C:14]2[C:9]1=[CH:10][CH:11]=[C:12]([F:37])[CH:13]=2)(OC(C)(C)C)=O.Br[CH2:39][CH2:40][CH2:41][NH:42]C(=O)OC(C)(C)C.C([O-])([O-])=O.[Cs+].[Cs+]>CC#N>[F:37][C:12]1[CH:13]=[C:14]2[C:9](=[CH:10][CH:11]=1)[NH:8][C:20]1[C:19]([O:21][CH2:39][CH2:40][CH2:41][NH2:42])=[C:18]3[NH:22][C:23]4[CH:24]=[CH:25][C:26]([F:29])=[CH:27][C:28]=4[C:17]3=[CH:16][C:15]2=1 |f:2.3.4|. Procedure details: A mixture of 5,7-diBOC-2,10-difluoro-6-hydroxyindolo[2,3-b]carbazole (4.03 g, 8.0 mmol), tert-butyl 3-bromopropylcarbamate (2.20 g, 9.2 mmol), and Cs2CO3 (10.0 g, 31 mmol), and anhydrous MeCN (120 mL) was heated at 100° C. under Ar until the starting material disappeared (˜2 h). After cooled to RT, the inorganic salt was removed by filtration, washed with dichloromethane, and the combined filtrate was concentrated. The resulting residue 3-(2,10-difluoro-5,7-diBOC-indolo[2,3-b]carbazol-6-yloxy)pr... Starting materials: CCOCC, CC(C)(C)OC(=O)N1CCN(S(=O)(=O)C2CCCCC2)CC1, ClCCl, Cl. Yields the product O=S(=O)(C1CCCCC1)N1CCNCC1, Cl. As a reaction SMILES: [CH3:24][CH2:25][O:26][CH2:27][CH3:28].[CH:1]1([S:7](=[O:8])(=[O:9])[N:10]2[CH2:11][CH2:12][N:13]([C:16]([O:17][C:18]([CH3:19])([CH3:20])[CH3:21])=[O:22])[CH2:14][CH2:15]2)[CH2:2][CH2:3][CH2:4][CH2:5][CH2:6]1.[Cl:29][CH2:30][Cl:31].[ClH:23]>>[CH:1]1([S:7](=[O:8])(=[O:9])[N:10]2[CH2:11][CH2:12][NH:13][CH2:14][CH2:15]2)[CH2:2][CH2:3][CH2:4][CH2:5][CH2:6]1.[ClH:23]. Starting materials: C(#N)C1=C(N(C(N([C@@H]1C1=C(C=C(C=C1)C#N)S(=O)(=O)C)C(=O)OC1=CC=C(C=C1)[N+](=O)[O-])=O)C1=CC(=CC=C1)C(F)(F)F)C (4-nitrophenyl (6S)-5-cyano-6-[4-cyano-2-(methylsulfonyl)phenyl]-4-methyl-2-oxo-3-[3-(trifluoromethyl)phenyl]-3,6-dihydropyrimidine-1(2H)-carboxylate), N(N)(CCO)CCO (2,2′-hydrazin-1,1-diyldiethanol). Solvent: C(C)#N (acetonitrile). Yields the product C(#N)C1=C(N(C(N([C@@H]1C1=C(C=C(C=C1)C#N)S(=O)(=O)C)C(=O)NN(CCO)CCO)=O)C1=CC(=CC=C1)C(F)(F)F)C ((6S)-5-Cyano-6-[4-cyano-2-(methylsulfonyl)phenyl]-N′,N′-bis(2-hydroxyethyl)-4-methyl-2-oxo-3-[3-(trifluoromethyl)phenyl]-3,6-dihydropyrimidine-1(2H)-carbohydrazide). As a reaction SMILES: [C:1]([C:3]1[C@@H:8]([C:9]2[CH:14]=[CH:13][C:12]([C:15]#[N:16])=[CH:11][C:10]=2[S:17]([CH3:20])(=[O:19])=[O:18])[N:7]([C:21](OC2C=CC([N+]([O-])=O)=CC=2)=[O:22])[C:6](=[O:33])[N:5]([C:34]2[CH:39]=[CH:38][CH:37]=[C:36]([C:40]([F:43])([F:42])[F:41])[CH:35]=2)[C:4]=1[CH3:44])#[N:2].[N:45]([CH2:50][CH2:51][OH:52])([CH2:47][CH2:48][OH:49])[NH2:46]>C(#N)C>[C:1]([C:3]1[C@@H:8]([C:9]2[CH:14]=[CH:13][C:12]([C:15]#[N:16])=[CH:11][C:10]=2[S:17]([CH3:20])(=[O:19])=[O:18])[N:7]([C:21]([NH:46][N:45]([CH2:50][CH2:51][OH:52])[CH2:47][CH2:48][OH:49])=[O:22])[C:6](=[O:33])[N:5]([C:34]2[CH:39]=[CH:38][CH:37]=[C:36]([C:40]([F:43])([F:41])[F:42])[CH:35]=2)[C:4]=1[CH3:44])#[N:2]. Procedure: According to the General Procedure 1, 4-nitrophenyl (6S)-5-cyano-6-[4-cyano-2-(methylsulfonyl)phenyl]-4-methyl-2-oxo-3-[3-(trifluoromethyl)phenyl]-3,6-dihydropyrimidine-1(2H)-carboxylate (78.0 mg, 0.125 mmol; Example 6A) was reacted with 2,2′-hydrazin-1,1-diyldiethanol (45.0 mg, 0.374 mmol) in acetonitrile (1 ml) to give the target compound (40 mg, 51% of theory). Reactants: Nc1cc(-c2ccccc2)[nH]n1, Nc1cc[nH]n1, C1CCOC1, O=C1Nc2ccccc2C1=CO, O=C1Nc2ccc(Cl)cc2C1=CO. The product is O=C1Nc2ccc(Cl)cc2C1=CNc1cc(-c2ccccc2)[nH]n1. RXN SMILES: [NH2:26][c:27]1[n:28][nH:29][c:30](-[c:32]2[cH:33][cH:34][cH:35][cH:36][cH:37]2)[cH:31]1.[NH2:38][c:39]1[cH:40][cH:41][nH:42][n:43]1.[O:44]1[CH2:45][CH2:46][CH2:47][CH2:48]1.[OH:14][CH:15]=[C:16]1[C:17](=[O:18])[NH:19][c:20]2[c:21]1[cH:22][cH:23][cH:24][cH:25]2.[OH:1][CH:2]=[C:3]1[C:4](=[O:13])[NH:5][c:6]2[cH:7][cH:8][c:9]([Cl:12])[cH:10][c:11]21>>[CH:2](=[C:3]1[C:4](=[O:13])[NH:5][c:6]2[cH:7][cH:8][c:9]([Cl:12])[cH:10][c:11]21)[NH:26][c:27]1[n:28][nH:29][c:30](-[c:32]2[cH:33][cH:34][cH:35][cH:36][cH:37]2)[cH:31]1. As a reaction SMILES: C([O:4][CH2:5][C:6]([CH3:19])([CH3:18])[CH2:7][O:8][C:9]1[CH:14]=[CH:13][CH:12]=[C:11]([NH2:15])[C:10]=1[C:16]#[N:17])(=O)C.O=[C:21]([CH3:28])[CH2:22][C:23]([O:25][CH2:26][CH3:27])=[O:24]>>[NH2:17][C:16]1[C:10]2[C:11](=[CH:12][CH:13]=[CH:14][C:9]=2[O:8][CH2:7][C:6]([CH3:18])([CH3:19])[CH2:5][OH:4])[N:15]=[C:21]([CH3:28])[C:22]=1[C:23]([O:25][CH2:26][CH3:27])=[O:24]. Procedure: Prepared as in Example 2a from 3-(3-amino-2-cyanophenoxy)-2,2-dimethylpropyl acetate (Tachdjian, C. et al. PCT Int. App. 2008, WO 2008154221) and ethyl 3-oxobutanoate as a pale yellow solid (26%). MS 333 (MH+). Reactants: C(C)(=O)OCC(COC1=C(C(=CC=C1)N)C#N)(C)C (3-(3-amino-2-cyanophenoxy)-2,2-dimethylpropyl acetate), O=C(CC(=O)OCC)C (ethyl 3-oxobutanoate). Yields the product NC1=C(C(=NC2=CC=CC(=C12)OCC(CO)(C)C)C)C(=O)OCC (ethyl 4-amino-5-(3-hydroxy-2,2-dimethylpropoxy)-2-methylquinoline-3-carboxylate). The reactants are CO, Cn1cc(C=CC(=O)O)cn1, [Na+], [OH-], O=S(=O)(O)O. Product: COC(=O)C=Cc1cnn(C)c1. As a reaction SMILES: [CH3:19][OH:20].[CH3:1][n:2]1[n:3][cH:4][c:5]([CH:7]=[CH:8][C:9](=[O:10])[OH:11])[cH:6]1.[Na+:18].[OH-:17].[S:12](=[O:13])(=[O:14])([OH:15])[OH:16]>>[CH3:1][n:2]1[n:3][cH:4][c:5]([CH:7]=[CH:8][C:9](=[O:10])[O:11][CH3:19])[cH:6]1. Starting materials: COC(=O)Cc1ccc2c(c1)OCO2, Cl[Sn](Cl)(Cl)Cl, ClCCl, O=C(Cl)c1ccc(F)cc1. Yields the product COC(=O)Cc1cc2c(cc1C(=O)c1ccc(F)cc1)OCO2. RXN SMILES: [CH2:1]1[O:2][c:3]2[cH:4][c:5]([CH2:10][C:11](=[O:12])[O:13][CH3:14])[cH:6][cH:7][c:8]2[O:9]1.[Cl:15][Sn:16]([Cl:17])([Cl:18])[Cl:19].[Cl:30][CH2:31][Cl:32].[F:20][c:21]1[cH:22][cH:23][c:24]([C:25](=[O:26])[Cl:27])[cH:28][cH:29]1>>[CH2:1]1[O:2][c:3]2[cH:4][c:5]([CH2:10][C:11](=[O:12])[O:13][CH3:14])[c:6]([C:25]([c:24]3[cH:23][cH:22][c:21]([F:20])[cH:29][cH:28]3)=[O:26])[cH:7][c:8]2[O:9]1. Yields the product [N+](=O)([O-])C=1C=C(C(=O)OC)C=C(C1)C(F)(F)F (methyl 3-nitro-5-(trifluoromethyl)benzoate). Procedure details: Add thionyl chloride (2 mL) dropwise to the solution of 3-nitro-5-(trifluoromethyl)benzoic acid (1.5 g, 6.4 mmol) in methanol (20 mL), reflux for 5 hrs. TLC (PE:EtOAc=1:1) shows the reaction is complete. Concentrate under reduced pressure to give the crude product (1.8 g, 100%) which is used in next step without further purification. The solvent is CO (methanol). Isolated yield 100.0%. RXN SMILES: S(Cl)(Cl)=O.[N+:5]([C:8]1[CH:9]=[C:10]([CH:14]=[C:15]([C:17]([F:20])([F:19])[F:18])[CH:16]=1)[C:11]([OH:13])=[O:12])([O-:7])=[O:6].[CH3:21]COC(C)=O>CO>[N+:5]([C:8]1[CH:9]=[C:10]([CH:14]=[C:15]([C:17]([F:18])([F:19])[F:20])[CH:16]=1)[C:11]([O:13][CH3:21])=[O:12])([O-:7])=[O:6]. The reactants are S(=O)(Cl)Cl (thionyl chloride), [N+](=O)([O-])C=1C=C(C(=O)O)C=C(C1)C(F)(F)F (3-nitro-5-(trifluoromethyl)benzoic acid), CCOC(=O)C (EtOAc). The reactants are O=C([O-])[O-], COC(=O)C(N)Cc1ccc(C)c(OC)c1, ClCCl, O=C(Cl)CCl, Cl, [K+], [K+], O. The product is COC(=O)C(Cc1ccc(C)c(OC)c1)NC(=O)CCl. As a reaction SMILES: [C:1](=[O:2])([O-:3])[O-:4].[CH3:8][O:9][C:10]([CH:11]([NH2:12])[CH2:13][c:14]1[cH:15][c:16]([O:21][CH3:22])[c:17]([CH3:20])[cH:18][cH:19]1)=[O:23].[Cl:24][CH2:25][Cl:26].[Cl:27][CH2:28][C:29](=[O:30])[Cl:31].[ClH:7].[K+:5].[K+:6].[OH2:32]>>[CH3:8][O:9][C:10]([CH:11]([NH:12][C:29]([CH2:28][Cl:27])=[O:30])[CH2:13][c:14]1[cH:15][c:16]([O:21][CH3:22])[c:17]([CH3:20])[cH:18][cH:19]1)=[O:23].